Dataset: the Open Reaction Database (ORD), a public repository of structured organic reaction records. Task: describe an organic reaction: reactants, conditions, products, and yield Starting materials: COc1ccc2nccc(-c3ccc(CBr)cn3)c2n1, [C-]#N, CCO, [K+], O. Product: COc1ccc2nccc(-c3ccc(CC#N)cn3)c2n1. Reaction SMILES: [Br:1][CH2:2][c:3]1[cH:4][cH:5][c:6](-[c:9]2[cH:10][cH:11][n:12][c:13]3[cH:14][cH:15][c:16]([O:19][CH3:20])[n:17][c:18]23)[n:7][cH:8]1.[C-:21]#[N:22].[CH3:24][CH2:25][OH:26].[K+:23].[OH2:27]>>[CH2:2]([c:3]1[cH:4][cH:5][c:6](-[c:9]2[cH:10][cH:11][n:12][c:13]3[cH:14][cH:15][c:16]([O:19][CH3:20])[n:17][c:18]23)[n:7][cH:8]1)[C:21]#[N:22]. Solvent: C1CCOC1 (THF). Yields the product OC1=CC=C2C=NN(C2=C1CO)C[C@H](C)NC(OCC1=CC=CC=C1)=O (Benzyl {(1S)-2-[6-hydroxy-7-(hydroxymethyl)-1H-indazol-1-yl]-1-methylethyl}carbamate). Starting materials: OC1=CC=C2C=NN(C2=C1)C[C@H](C)NC(OCC1=CC=CC=C1)=O (benzyl [(1S)-2-(6-hydroxy-1H-indazol-1-yl)-1-methylethyl]carbamate), C=O (formaldehyde), [OH-].[Na+] (sodium hydroxide). RXN SMILES: [OH:1][C:2]1[CH:10]=[C:9]2[C:5]([CH:6]=[N:7][N:8]2[CH2:11][C@@H:12]([NH:14][C:15](=[O:24])[O:16][CH2:17][C:18]2[CH:23]=[CH:22][CH:21]=[CH:20][CH:19]=2)[CH3:13])=[CH:4][CH:3]=1.[CH2:25]=[O:26].[OH-].[Na+]>C1COCC1>[OH:1][C:2]1[C:10]([CH2:25][OH:26])=[C:9]2[C:5]([CH:6]=[N:7][N:8]2[CH2:11][C@@H:12]([NH:14][C:15](=[O:24])[O:16][CH2:17][C:18]2[CH:23]=[CH:22][CH:21]=[CH:20][CH:19]=2)[CH3:13])=[CH:4][CH:3]=1 |f:2.3|. Reported procedure: A solution of benzyl [(1S)-2-(6-hydroxy-1H-indazol-1-yl)-1-methylethyl]carbamate (30.83 g, 0.0949 mol) in THF (400 ml) was treated with aqueous concentrated formaldehyde (37%, 12 M. 0.285 mol, 24 mL) and cooled in an ice bath. To the mixture was slowly added aqueous 1 N sodium hydroxide (0.02 mol, 20 mL) and the reaction was allowed to warm to room temperature while stirring overnight. The reaction was quenched with aqueous saturated sodium bicarbonate (250 mL) and then neutralized to pH 7 with ... Run at time 8 hour.